This data is from the Open Reaction Database (ORD), a public repository of structured organic reaction records. The task is: describe an organic reaction: reactants, conditions, products, and yield Reactants: CCN(CC)C(=O)C(Cc1cc(C)c(NC(=O)c2ccccc2)c(C)c1)C(=O)NS(=O)(=O)c1ccc2ccccc2c1, O=C(Cl)c1ccc(F)cc1. Product: CCN(CC)C(=O)C(Cc1cc(C)c(NC(=O)c2ccccc2F)c(C)c1)C(=O)NS(=O)(=O)c1ccc2ccccc2c1. RXN SMILES: [C:1]([c:2]1[cH:3][cH:4][cH:5][cH:6][cH:7]1)(=[O:8])[NH:9][c:10]1[c:11]([CH3:42])[cH:12][c:13]([CH2:14][CH:15]([C:16](=[O:17])[N:18]([CH2:19][CH3:20])[CH2:21][CH3:22])[C:23](=[O:24])[NH:25][S:26](=[O:27])(=[O:28])[c:29]2[cH:30][c:31]3[cH:32][cH:33][cH:34][cH:35][c:36]3[cH:37][cH:38]2)[cH:39][c:40]1[CH3:41].[F:43][c:44]1[cH:45][cH:46][c:47]([C:48]([Cl:49])=[O:50])[cH:51][cH:52]1>>[C:1]([c:2]1[c:3]([F:43])[cH:4][cH:5][cH:6][cH:7]1)(=[O:8])[NH:9][c:10]1[c:11]([CH3:42])[cH:12][c:13]([CH2:14][CH:15]([C:16](=[O:17])[N:18]([CH2:19][CH3:20])[CH2:21][CH3:22])[C:23](=[O:24])[NH:25][S:26](=[O:27])(=[O:28])[c:29]2[cH:30][c:31]3[cH:32][cH:33][cH:34][cH:35][c:36]3[cH:37][cH:38]2)[cH:39][c:40]1[CH3:41]. Starting materials: N1=C(C=CC2=CC=CC=C12)COC1=CC=C(C=C1)CCN1CCC(CC1)=C1C=2N(CCC3=C1C=CC=C3)C(=CN2)C(=O)OC (methyl 6,11-dihydro-11-[1-[2-[4-(2-quinolinylmethoxy)phenyl]ethyl]-4-piperidinylidene]-5H-imidazo[2,1-b][3]-benzazepine-3-carboxylate). Run in [OH-].[Na+] (NaOH), C1CCOC1 (THF), O (water). Conditions: time 8 hour. Product: N1=C(C=CC2=CC=CC=C12)COC1=CC=C(C=C1)CCN1CCC(CC1)=C1C=2N(CCC3=C1C=CC=C3)C(=CN2)C(=O)O (6,11-dihydro- 11-[1-[2-[4-(2-quinolinylmethoxy)phenyl]ethyl]-4-piperidinylidene]-5H-imidazo[2,1-b][3]benzazepine-3-carboxylic acid). Yield: 88.6%. Reaction SMILES: [N:1]1[C:10]2[C:5](=[CH:6][CH:7]=[CH:8][CH:9]=2)[CH:4]=[CH:3][C:2]=1[CH2:11][O:12][C:13]1[CH:18]=[CH:17][C:16]([CH2:19][CH2:20][N:21]2[CH2:26][CH2:25][C:24](=[C:27]3[C:33]4[CH:34]=[CH:35][CH:36]=[CH:37][C:32]=4[CH2:31][CH2:30][N:29]4[C:38]([C:41]([O:43]C)=[O:42])=[CH:39][N:40]=[C:28]34)[CH2:23][CH2:22]2)=[CH:15][CH:14]=1>[OH-].[Na+].C1COCC1.O>[N:1]1[C:10]2[C:5](=[CH:6][CH:7]=[CH:8][CH:9]=2)[CH:4]=[CH:3][C:2]=1[CH2:11][O:12][C:13]1[CH:18]=[CH:17][C:16]([CH2:19][CH2:20][N:21]2[CH2:22][CH2:23][C:24](=[C:27]3[C:33]4[CH:34]=[CH:35][CH:36]=[CH:37][C:32]=4[CH2:31][CH2:30][N:29]4[C:38]([C:41]([OH:43])=[O:42])=[CH:39][N:40]=[C:28]34)[CH2:25][CH2:26]2)=[CH:15][CH:14]=1 |f:1.2|. Reported procedure: A mixture of compound 6 (37 g) in NaOH (1N, 150 ml), THF (500 ml) and water (500 ml) was stirred at room temperature overnight. The organic solvent was evaporated. The aqueous concentrate was washed with DCM and acidified with HCl (1N, 150 ml). The solvent was evaporated. The residue was stirred in water, filtered off and dried, yielding 32 g (84%) of 6,11-dihydro- 11-[1-[2-[4-(2-quinolinylmethoxy)phenyl]ethyl]-4-piperidinylidene]-5H-imidazo[2,1-b][3]benzazepine-3-carboxylic acid (compound 7, mp... Reactants: FC(C=1C=2N(C=CC1)C(=CN2)C2=NC(=NC=C2C#N)NC(C)C2=CC(=CC=C2)CO)F (4-[8-(difluoromethyl)imidazo[1,2-a]pyridin-3-yl]-2-({1-[3-(hydroxymethyl)phenyl)ethyl}amino)pyrimidin-5-carbonitrile), C(C)(C)N(C(C)C)CC (N,N-diisopropylethylamine), C(O)([O-])=O.[Na+] (sodium hydrogen carbonate), [N-]=[N+]=[N-].[Na+] (sodium azide), CS(=O)(=O)Cl (methanesulfonyl chloride), C(O)([O-])=O.[Na+] (sodium hydrogen carbonate). Run in C(Cl)(Cl)Cl (chloroform), CN(C=O)C (N,N-dimethylformamide). Reaction conditions: time 30 minute. Product: N(=[N+]=[N-])CC=1C=C(C=CC1)C(C)NC1=NC=C(C(=N1)C1=CN=C2N1C=CC=C2C(F)F)C#N (2-({1-[3-(azidomethyl)phenyl)ethyl}amino)-4-[8-(difluoromethyl)imidazo[1,2-a]pyridin-3-yl]pyrimidin-5-carbonitrile). Isolated yield 65.7%. Reaction SMILES: [F:1][CH:2]([F:31])[C:3]1[C:4]2[N:5]([C:9]([C:12]3[C:17]([C:18]#[N:19])=[CH:16][N:15]=[C:14]([NH:20][CH:21]([C:23]4[CH:28]=[CH:27][CH:26]=[C:25]([CH2:29]O)[CH:24]=4)[CH3:22])[N:13]=3)=[CH:10][N:11]=2)[CH:6]=[CH:7][CH:8]=1.C(N(CC)C(C)C)(C)C.CS(Cl)(=O)=O.C(=O)([O-])O.[Na+].[N-:51]=[N+:52]=[N-:53].[Na+]>C(Cl)(Cl)Cl.CN(C)C=O>[N:51]([CH2:29][C:25]1[CH:24]=[C:23]([CH:21]([NH:20][C:14]2[N:13]=[C:12]([C:9]3[N:5]4[CH:6]=[CH:7][CH:8]=[C:3]([CH:2]([F:31])[F:1])[C:4]4=[N:11][CH:10]=3)[C:17]([C:18]#[N:19])=[CH:16][N:15]=2)[CH3:22])[CH:28]=[CH:27][CH:26]=1)=[N+:52]=[N-:53] |f:3.4,5.6|. Procedure: 125 mg of the 4-[8-(difluoromethyl)imidazo[1,2-a]pyridin-3-yl]-2-({1-[3-(hydroxymethyl)phenyl]ethyl]amino]pyrimidin-5-carbonitrile [101-1] and 259 μL of N,N-diisopropylethylamine were dissolved in 3 mL of chloroform, then 69 μL of methanesulfonyl chloride was added under an ice-cold condition, and stirred at the same temperature for 30 minutes. Thereto, a saturated aqueous solution of sodium hydrogen carbonate was added, and extracted with chloroform. The obtained organic layer was washed with s... Starting materials: CC(=O)O, CO, COc1cccc(C=O)c1, C[N+](=O)[O-], [Na+], [OH-]. Yields the product COc1cccc(C(O)C[N+](=O)[O-])c1. As a reaction SMILES: [CH3:17][C:18](=[O:19])[OH:20].[CH3:21][OH:22].[CH:3]([c:4]1[cH:5][c:6]([O:10][CH3:11])[cH:7][cH:8][cH:9]1)=[O:12].[N+:13](=[O:14])([O-:15])[CH3:16].[Na+:2].[OH-:1]>>[CH:3]([c:4]1[cH:5][c:6]([O:10][CH3:11])[cH:7][cH:8][cH:9]1)([OH:12])[CH2:16][N+:13](=[O:14])[O-:15]. Starting materials: C(C1=CC=CC=C1)N1CC2=CC(=C(C=C2C1)OC)OC (2-benzyl-5,6-dimethoxyisoindoline), Cl (hydrochloric acid). The reagents and catalysts are [C].[Pd] (palladium carbon). Solvent: CO (methanol). The product is Cl.COC=1C=C2CNCC2=CC1OC (5,6-dimethoxyisoindoline hydrochloride). Yield: 94.3%. As a reaction SMILES: C([N:8]1[CH2:16][C:15]2[C:10](=[CH:11][C:12]([O:19][CH3:20])=[C:13]([O:17][CH3:18])[CH:14]=2)[CH2:9]1)C1C=CC=CC=1.[ClH:21]>CO.[C].[Pd]>[ClH:21].[CH3:18][O:17][C:13]1[CH:14]=[C:15]2[C:10](=[CH:11][C:12]=1[O:19][CH3:20])[CH2:9][NH:8][CH2:16]2 |f:3.4,5.6|. Procedure details: 1.00 g (3.72 mmol) of 2-benzyl-5,6-dimethoxyisoindoline was dissolved in 50 ml of methanol at 40° C., and then 1.24 g (7.44 mmol) of 6N hydrochloric acid and 70 mg of 10% palladium carbon were added thereto. Under a hydrogen gas stream, catalytic reduction was conducted at the same temperature. The solvent was distilled off under reduced pressure, and the crystalline residue was washed with acetone to obtain 758 mg (yield: 94.3%) of the above identified compound as colorless prism crystals. Starting materials: NC1=C(C=C(C=C1)[N+](=O)[O-])N (1,2-diamino-4-nitrobenzene), O1C(=CC=C1)C=O (2-furancarboxaldehyde), C1(C=CC(C=C1)=O)=O (p-benzoquinone). The solvent is O (water), CC(C)O (2-propanol). The product is O1C(=CC=C1)C=1NC2=C(N1)C=CC(=C2)[N+](=O)[O-] (2-(2-Furyl)-5-nitrobenzimidazole). As a reaction SMILES: [NH2:1][C:2]1[CH:7]=[CH:6][C:5]([N+:8]([O-:10])=[O:9])=[CH:4][C:3]=1[NH2:11].[O:12]1[CH:16]=[CH:15][CH:14]=[C:13]1[CH:17]=O.C1(=O)C=CC(=O)C=C1>CC(O)C.O>[O:12]1[CH:16]=[CH:15][CH:14]=[C:13]1[C:17]1[NH:11][C:3]2[CH:4]=[C:5]([N+:8]([O-:10])=[O:9])[CH:6]=[CH:7][C:2]=2[N:1]=1. Procedure details: A mixture of 1,2-diamino-4-nitrobenzene (31 g, 0.2 mol) and 2-furancarboxaldehyde (25 g, 0.26 mol) in 2-propanol is treated with p-benzoquinone (24 g, 0.22 mol). The reaction mixture is heated under reflux for 2 h. The reaction solution is diluted with water to precipitate the product. After drying, the crude product weighs 46 g (100%). Recrystllization from nitromethane provides an analytical sample which melts at 228°-229° C. Anal. Calcd for C11H7N3O3 ; C, 57.64; H, 3.08; N, 18.34. Found: C, 5...